Dataset: the Open Reaction Database (ORD), a public repository of structured organic reaction records. Task: describe an organic reaction: reactants, conditions, products, and yield Reactants: [H-].[Na+] (sodium hydride), CC1(CCC=C1C1=C(C=CC(=C1)CO)C1=C(C=CC(=C1)OC)F)C ((2-(5,5-Dimethyl-1-cyclopenten-1-yl)-2′-fluoro-5′-(methyloxy)-1,1′-biphenyl-4-yl)methanol), BrC1=CC(=NC=C1)F (4-bromo-2-fluoropyridine). Solvent: O (water), CN(C)C=O (DMF). Run at temperature 0 celsius, time 10 minute. The product is BrC1=CC(=NC=C1)OCC1=CC(=C(C=C1)C1=C(C=CC(=C1)OC)F)C1=CCCC1(C)C (4-Bromo-2-(((2-(5,5-dimethyl-1-cyclopenten-1-yl)-2′-fluoro-5′-(methyloxy)-1,1′-biphenyl-4-yl)methyl)oxy)pyridine). The yield is 76.0%. As a reaction SMILES: [CH3:1][C:2]1([CH3:24])[C:6]([C:7]2[CH:12]=[C:11]([CH2:13][OH:14])[CH:10]=[CH:9][C:8]=2[C:15]2[CH:20]=[C:19]([O:21][CH3:22])[CH:18]=[CH:17][C:16]=2[F:23])=[CH:5][CH2:4][CH2:3]1.[H-].[Na+].[Br:27][C:28]1[CH:33]=[CH:32][N:31]=[C:30](F)[CH:29]=1>CN(C=O)C.O>[Br:27][C:28]1[CH:33]=[CH:32][N:31]=[C:30]([O:14][CH2:13][C:11]2[CH:10]=[CH:9][C:8]([C:15]3[CH:20]=[C:19]([O:21][CH3:22])[CH:18]=[CH:17][C:16]=3[F:23])=[C:7]([C:6]3[C:2]([CH3:24])([CH3:1])[CH2:3][CH2:4][CH:5]=3)[CH:12]=2)[CH:29]=1 |f:1.2|. Reported procedure: A dry round bottom flask containing 14.3 (0.0937 g, 0.287 mmol) in dry DMF (1 mL) was cooled in an ice bath. After 10 minutes, sodium hydride (60% wt. in oil) (15.4 mg, 0.385 mmol) was added carefully, and the mixture was stirred at 0° C. After 10 minutes, 4-bromo-2-fluoropyridine (commercially available from Synthonix Corporation) (0.0511 g, 0.290 mmol) was added. The reaction was allowed to stir overnight at room temperature. After 18 hours, the reaction was diluted with water and extracted fi... Reactants: S1C(=NC=C1)C=CC(=O)O (3-thiazol-2-yl-acrylic acid). Reagents/catalysts: [Pd] (Pd/C). Run in C(C)O (ethanol). Run at time 6 hour. The product is S1C(=NC=C1)CCC(=O)O (3-thiazol-2-yl-propionic acid). The yield is 93.6%. Reaction SMILES: [S:1]1[CH:5]=[CH:4][N:3]=[C:2]1[CH:6]=[CH:7][C:8]([OH:10])=[O:9]>C(O)C.[Pd]>[S:1]1[CH:5]=[CH:4][N:3]=[C:2]1[CH2:6][CH2:7][C:8]([OH:10])=[O:9]. Procedure: Mix and suspend 3-thiazol-2-yl-acrylic acid (580 mg, 3.74 mmol) and 5% Pd/C (270 mg) in ethanol (200 mL). Purge the mixture with nitrogen. Then purge with hydrogen for 30 minutes and stir under 1 atmosphere of hydrogen for 6 hours. Filter the reaction mixture through Celite® and wash the filter cake with additional ethanol. Concentrate the filtrate to afford 550 mg (94%) of 3-thiazol-2-yl-propionic acid as a white solid. MS: m/e=158 (MH+). Reactants: Cn1nc(CO)nc1NCCCCOc1cccc(CN2CCCCC2)c1, CS(C)=O, ClCCl, O=C(Cl)C(=O)Cl. Product: Cn1nc(C=O)nc1NCCCCOc1cccc(CN2CCCCC2)c1. Reaction SMILES: [CH3:11][n:12]1[n:13][c:14]([CH2:36][OH:37])[n:15][c:16]1[NH:17][CH2:18][CH2:19][CH2:20][CH2:21][O:22][c:23]1[cH:24][c:25]([CH2:29][N:30]2[CH2:31][CH2:32][CH2:33][CH2:34][CH2:35]2)[cH:26][cH:27][cH:28]1.[CH3:1][S:2](=[O:3])[CH3:4].[Cl:38][CH2:39][Cl:40].[Cl:5][C:6]([C:7]([Cl:8])=[O:9])=[O:10]>>[CH3:11][n:12]1[n:13][c:14]([CH:36]=[O:37])[n:15][c:16]1[NH:17][CH2:18][CH2:19][CH2:20][CH2:21][O:22][c:23]1[cH:24][c:25]([CH2:29][N:30]2[CH2:31][CH2:32][CH2:33][CH2:34][CH2:35]2)[cH:26][cH:27][cH:28]1. Starting materials: ClC1=C(C=C(C=C1)C(F)(F)F)[N+](=O)[O-] (4-chloro-3-nitrotrifluoromethylbenzene), ClC1=CC=C(C=C1)C=1N=C(NC1C1=CC=C(C=C1)Cl)S (4,5-bis(4-chlorophenyl)-2-mercaptoimidazole), [H-].[Na+] (sodium hydride). Solvent: CN(C=O)C (dimethylformamide), CN(C=O)C (dimethylformamide). Conditions: time 20 minute. The product is ClC1=CC=C(C=C1)C=1N=C(NC1C1=CC=C(C=C1)Cl)SC1=C(C=C(C=C1)C(F)(F)F)[N+](=O)[O-] (4,5-bis(4-chlorophenyl)-2-(2-nitro-4-trifluoromethylphenylthio)imidazole). Isolated yield 89.1%. RXN SMILES: Cl[C:2]1[CH:7]=[CH:6][C:5]([C:8]([F:11])([F:10])[F:9])=[CH:4][C:3]=1[N+:12]([O-:14])=[O:13].[Cl:15][C:16]1[CH:21]=[CH:20][C:19]([C:22]2[N:23]=[C:24]([SH:34])[NH:25][C:26]=2[C:27]2[CH:32]=[CH:31][C:30]([Cl:33])=[CH:29][CH:28]=2)=[CH:18][CH:17]=1.[H-].[Na+]>CN(C)C=O>[Cl:33][C:30]1[CH:29]=[CH:28][C:27]([C:26]2[N:25]=[C:24]([S:34][C:2]3[CH:7]=[CH:6][C:5]([C:8]([F:11])([F:10])[F:9])=[CH:4][C:3]=3[N+:12]([O-:14])=[O:13])[NH:23][C:22]=2[C:19]2[CH:20]=[CH:21][C:16]([Cl:15])=[CH:17][CH:18]=2)=[CH:32][CH:31]=1 |f:2.3|. Procedure details: Under agitation and a layer of argon, a solution of 3.77 g of 4-chloro-3-nitrotrifluoromethylbenzene in 50 ml of dimethylformamide is added dropwise to a solution of 4.82 g of 4,5-bis(4-chlorophenyl)-2-mercaptoimidazole and 0.45 g of sodium hydride (80% strength in white oil) in 100 ml of dimethylformamide. The mixture is stirred for 20 minutes, concentrated under vacuum, and the residue is distributed between water and ethyl acetate. The organic solution is dried over sodium sulfate and concent... The reactants are ClCl (chlorine), C23H25ClN4O3, CC=1C=C(C(=O)O)C=CC1C(=O)N1CCCC1 (3-methyl-4-(pyrrolidin-1-ylcarbonyl)benzoic acid), CN(C)C(=[N+](C)C)ON1C2=C(C=CC=C2)N=N1.[B-](F)(F)(F)F (TBTU), C(C)(C)N(CC)C(C)C (diisopropylethylamine), ClC1=CC2=C(NC(=N2)[C@H]([C@@H](C)O)N)C=C1 ((1R,2R)-1-(5-chloro-1H-benzimidazol-2-yl)-2-hydroxypropylamine). Run in C(C)(=O)OCC.C(C)O (ethyl acetate ethanol), O1CCCC1 (tetrahydrofuran). The product is ClC1=CC2=C(NC(=N2)[C@H]([C@@H](C)O)NC(C2=CC(=C(C=C2)C(=O)N2CCCC2)C)=O)C=C1 (N-[(1R,2R)-1-(5-chloro-1H-benzimidazol-2-yl)-2-hydroxypropyl]-3-methyl-4-(pyrrolidin-1-ylcarbonyl)benzamide). Isolated yield 45.0%. As a reaction SMILES: [CH3:1][C:2]1[CH:3]=[C:4]([CH:8]=[CH:9][C:10]=1[C:11]([N:13]1[CH2:17][CH2:16][CH2:15][CH2:14]1)=[O:12])[C:5]([OH:7])=O.CN(C(ON1N=NC2C=CC=CC1=2)=[N+](C)C)C.[B-](F)(F)(F)F.C(N(C(C)C)CC)(C)C.[Cl:49][C:50]1[CH:63]=[CH:62][C:53]2[NH:54][C:55]([C@@H:57]([NH2:61])[C@H:58]([OH:60])[CH3:59])=[N:56][C:52]=2[CH:51]=1.ClCl>O1CCCC1.C(OCC)(=O)C.C(O)C>[Cl:49][C:50]1[CH:63]=[CH:62][C:53]2[NH:54][C:55]([C@@H:57]([NH:61][C:5](=[O:7])[C:4]3[CH:8]=[CH:9][C:10]([C:11]([N:13]4[CH2:17][CH2:16][CH2:15][CH2:14]4)=[O:12])=[C:2]([CH3:1])[CH:3]=3)[C@H:58]([OH:60])[CH3:59])=[N:56][C:52]=2[CH:51]=1 |f:1.2,7.8|. Procedure details: Prepared analogously to Example 1g from 3-methyl-4-(pyrrolidin-1-ylcarbonyl)benzoic acid, TBTU, diisopropylethylamine, and (1R,2R)-1-(5-chloro-1H-benzimidazol-2-yl)-2-hydroxypropylamine in tetrahydrofuran. Yield: 45%; Rf value: 0.36 (silica gel; ethyl acetate/ethanol=9:1); C23H25ClN4O3 (440.93); mass spectrum: (M+H)+=441/443 (chlorine isotope). Reactants: NC1=CC(NC(N1NC1=C(C=CC=C1C)C)=O)=O (6-amino-1-(2,6-dimethylanilino)-2,4-pyrimidinedione), [H+].[B-](F)(F)(F)F (fluoboric acid), N(=O)[O-].[Na+] (Sodium nitrite). Run in O (water). The product is FC1=CC(NC(N1NC1=C(C=CC=C1C)C)=O)=O (6-fluoro-1-(2,6-dimethylanilino)-2,4-pyrimidinedione). As a reaction SMILES: N([O-])=O.[Na+].N[C:6]1[N:11]([NH:12][C:13]2[C:18]([CH3:19])=[CH:17][CH:16]=[CH:15][C:14]=2[CH3:20])[C:10](=[O:21])[NH:9][C:8](=[O:22])[CH:7]=1.[H+].[B-](F)(F)(F)[F:25]>O>[F:25][C:6]1[N:11]([NH:12][C:13]2[C:18]([CH3:19])=[CH:17][CH:16]=[CH:15][C:14]=2[CH3:20])[C:10](=[O:21])[NH:9][C:8](=[O:22])[CH:7]=1 |f:0.1,3.4|. Procedure details: Sodium nitrite (1.1 mole) dissolved in water is slowly added to a cool (0°-5°) solution of 6-amino-1-(2,6-dimethylanilino)-2,4-pyrimidinedione (1 mole) in dilute fluoboric acid. The precipitate which forms is filtered off, washed with water, dried and pyrolyzed under nitrogen (only a small amount at a time) to give 6-fluoro-1-(2,6-dimethylanilino)-2,4-pyrimidinedione. Reactants: OCc1cccc(Br)n1, CC(C)(C)[Si](C)(C)Cl, CN(C)C=O, O, c1c[nH]cn1. Yields the product CC(C)(C)[Si](C)(C)OCc1cccc(Br)n1. RXN SMILES: [Br:1][c:2]1[cH:3][cH:4][cH:5][c:6]([CH2:8][OH:9])[n:7]1.[C:15]([CH3:16])([CH3:17])([CH3:18])[Si:19]([CH3:20])([CH3:21])[Cl:22].[CH3:24][N:25]([CH3:26])[CH:27]=[O:28].[OH2:23].[nH:10]1[cH:11][cH:12][n:13][cH:14]1>>[Br:1][c:2]1[cH:3][cH:4][cH:5][c:6]([CH2:8][O:9][Si:19]([C:15]([CH3:16])([CH3:17])[CH3:18])([CH3:20])[CH3:21])[n:7]1. Yields the product FC1=C(NC(C(F)(F)F)=O)C=C(C=C1)O (2-Fluoro-5-hydroxy-N-trifluoroacetylaniline), solid. Yield: 52.0%. Run at temperature 0 celsius, time 5 minute. Procedure: Compound 32-NH2—H (248 mg, 1.12 mmol) was dissolved in 35% aq. H2 SO4 (2 mL) cooled to 0° C., and NaNO2 (96.6 mg 1.4 mmol) in water (1 mL) was added carefully through a Teflon® tube to the bottom of the flask. An exothermic reaction was observed and the brown gas evolved. The mixture was stirred for 5 min, several crystals of urea were added to the reaction mixture, and then the reaction solution was transferred into the blue solution of Cu(NO3)2*3H2O (3.75 g, 15.5 mmol) in water (36 mL). The co... Run in O (water), O (water), H2 SO4. Starting materials: N(=O)[O-].[Na+] (NaNO2), Teflon, Cu(NO3)2, Cu2O, NC(=O)N (urea), NC=1C=CC(=C(N(C(C(F)(F)F)=O)C)C1)F (5-Amino-2-fluoro-N-methyl-N-trifluoroacetylaniline). Reaction SMILES: N[C:2]1[CH:3]=[CH:4][C:5]([F:16])=[C:6]([CH:15]=1)[N:7](C)[C:8](=[O:13])[C:9]([F:12])([F:11])[F:10].N([O-])=[O:18].[Na+].NC(N)=O>O>[F:16][C:5]1[CH:4]=[CH:3][C:2]([OH:18])=[CH:15][C:6]=1[NH:7][C:8](=[O:13])[C:9]([F:12])([F:11])[F:10] |f:1.2|. Reactants: CC(C)(C)[Si](C)(C)OCCBr, O=C([O-])[O-], CC1(C)OB(c2cnn(C3CCNCC3)c2)OC1(C)C, CC#N, CCOC(C)=O, Cl, [Cs+], [Cs+]. Yields the product CC1(C)OB(c2cnn(C3CCN(CCO[Si](C)(C)C(C)(C)C)CC3)c2)OC1(C)C. RXN SMILES: [Br:22][CH2:23][CH2:24][O:25][Si:26]([CH3:27])([CH3:28])[C:29]([CH3:30])([CH3:31])[CH3:32].[C:33](=[O:34])([O-:35])[O-:36].[CH3:1][C:2]1([CH3:20])[O:3][B:4]([c:9]2[cH:10][n:11][n:12]([CH:14]3[CH2:15][CH2:16][NH:17][CH2:18][CH2:19]3)[cH:13]2)[O:5][C:6]1([CH3:7])[CH3:8].[CH3:39][C:40]#[N:41].[CH3:42][CH2:43][O:44][C:45](=[O:46])[CH3:47].[ClH:21].[Cs+:37].[Cs+:38]>>[CH3:1][C:2]1([CH3:20])[O:3][B:4]([c:9]2[cH:10][n:11][n:12]([CH:14]3[CH2:15][CH2:16][N:17]([CH2:23][CH2:24][O:25][Si:26]([CH3:27])([CH3:28])[C:29]([CH3:30])([CH3:31])[CH3:32])[CH2:18][CH2:19]3)[cH:13]2)[O:5][C:6]1([CH3:7])[CH3:8].